From a dataset of the Open Reaction Database (ORD), a public repository of structured organic reaction records. describe an organic reaction: reactants, conditions, products, and yield Starting materials: [Ag], C=CCOC(=O)OC(C)C1C(=O)N(C(C(=O)OCC=C)=P(c2ccccc2)(c2ccccc2)c2ccccc2)C1S, Cc1ccc(C(=O)Cl)cn1, Cl. The product is C=CCOC(=O)OC(C)C1C(=O)N(C(C(=O)OCC=C)=P(c2ccccc2)(c2ccccc2)c2ccccc2)C1SC(=O)c1ccc(C)nc1. As a reaction SMILES: [Ag:53].[CH2:1]([CH:2]=[CH2:3])[O:4][C:5]([C:6](=[P:7]([c:8]1[cH:9][cH:10][cH:11][cH:12][cH:13]1)([c:14]1[cH:15][cH:16][cH:17][cH:18][cH:19]1)[c:20]1[cH:21][cH:22][cH:23][cH:24][cH:25]1)[N:26]1[C:27](=[O:40])[CH:28]([CH:31]([CH3:32])[O:33][C:34](=[O:35])[O:36][CH2:37][CH:38]=[CH2:39])[CH:29]1[SH:30])=[O:41].[CH3:43][c:44]1[n:45][cH:46][c:47]([C:48](=[O:49])[Cl:50])[cH:51][cH:52]1.[ClH:42]>>[CH2:1]([CH:2]=[CH2:3])[O:4][C:5]([C:6](=[P:7]([c:8]1[cH:9][cH:10][cH:11][cH:12][cH:13]1)([c:14]1[cH:15][cH:16][cH:17][cH:18][cH:19]1)[c:20]1[cH:21][cH:22][cH:23][cH:24][cH:25]1)[N:26]1[C:27](=[O:40])[CH:28]([CH:31]([CH3:32])[O:33][C:34](=[O:35])[O:36][CH2:37][CH:38]=[CH2:39])[CH:29]1[S:30][C:48]([c:47]1[cH:46][n:45][c:44]([CH3:43])[cH:52][cH:51]1)=[O:49])=[O:41].